From a dataset of the Open Reaction Database (ORD), a public repository of structured organic reaction records. describe an organic reaction: reactants, conditions, products, and yield The reactants are C(C)(C)OC(=O)N1C(C(NC2=NC=NC=C12)=O)C ((2RS)-1-(Isopropoxycarbonyl)-2-methyl-1,2-dihydro-1,4,5,7-tetraazanaphthalen-3(4H)-one), COC=1C=CC(=CC1)P2(=S)SP(=S)(S2)C=3C=CC(=CC3)OC (Lawesson's reagent). Product: C(C)(C)OC(=O)N1C(C(NC2=NC=NC=C12)=S)C ((2RS)-1-(Isopropoxycarbonyl)-2-methyl-1,2-dihydro-1,4,5,7-tetraazanaphthalene-3(4H)-thione). Isolated yield 28.0%. As a reaction SMILES: [CH:1]([O:4][C:5]([N:7]1[C:16]2[C:11](=[N:12][CH:13]=[N:14][CH:15]=2)[NH:10][C:9](=O)[CH:8]1[CH3:18])=[O:6])([CH3:3])[CH3:2].COC1C=CC(P2(SP(C3C=CC(OC)=CC=3)(=S)S2)=[S:28])=CC=1>>[CH:1]([O:4][C:5]([N:7]1[C:16]2[C:11](=[N:12][CH:13]=[N:14][CH:15]=2)[NH:10][C:9](=[S:28])[CH:8]1[CH3:18])=[O:6])([CH3:3])[CH3:2]. Reported procedure: 100 mg of (2RS)-1-(isopropoxycarbonyl)-2-methyl-1,2-dihydro-1,4,5,7-tetraazanaphthalen-3(4H)-one from Example 24 were reacted with Lawesson's reagent in analogy to Example 20. The crude product after concentration was chromatographed (silica gel; ethyl acetate/heptane=1:1). 30 mg (28%) of the desired compound, of melting point 203°-204° C., were obtained. Reactants: CCO, O=[N+]([O-])c1ccc(Cl)c(-c2ccccn2)c1, Cl, Cl[Sn]Cl. The product is Nc1ccc(Cl)c(-c2ccccn2)c1. Reaction SMILES: [CH3:21][CH2:22][OH:23].[Cl:1][c:2]1[c:3](-[c:11]2[n:12][cH:13][cH:14][cH:15][cH:16]2)[cH:4][c:5]([N+:8]([O-:9])=[O:10])[cH:6][cH:7]1.[ClH:20].[Sn:17]([Cl:18])[Cl:19]>>[Cl:1][c:2]1[c:3](-[c:11]2[n:12][cH:13][cH:14][cH:15][cH:16]2)[cH:4][c:5]([NH2:8])[cH:6][cH:7]1. Reactants: CCOC(=O)C1CC(OS(C)(=O)=O)CC1C(=O)N1CCC(F)(F)C1, Sc1ccccn1. Yields the product CCOC(=O)C1CC(Sc2ccccn2)CC1C(=O)N1CCC(F)(F)C1. Reaction SMILES: [CH2:1]([CH3:2])[O:3][C:4](=[O:5])[CH:6]1[CH:7]([C:16](=[O:17])[N:18]2[CH2:19][C:20]([F:23])([F:24])[CH2:21][CH2:22]2)[CH2:8][CH:9]([O:11][S:12]([CH3:13])(=[O:14])=[O:15])[CH2:10]1.[SH:25][c:26]1[n:27][cH:28][cH:29][cH:30][cH:31]1>>[CH2:1]([CH3:2])[O:3][C:4](=[O:5])[CH:6]1[CH:7]([C:16](=[O:17])[N:18]2[CH2:19][C:20]([F:23])([F:24])[CH2:21][CH2:22]2)[CH2:8][CH:9]([S:25][c:26]2[n:27][cH:28][cH:29][cH:30][cH:31]2)[CH2:10]1. Starting materials: CN(C1(CCC2(OCCO2)CC1)C#N)C (8-dimethylamino-1,4-dioxaspiro[4.5]decane-8-carbonitrile), [Cl-].[NH4+] (ammonium chloride). The solvent is O1CCCC1 (tetrahydrofuran), C(CC1=CC=CC=C1)[Mg]Cl (phenethylmagnesium chloride), C1CCOC1 (THF). Run at time 8 hour. Product: CN(C1(CCC2(OCCO2)CC1)CCC1=CC=CC=C1)C (dimethyl-(8-phenethyl-1,4-dioxa-spiro[4.5]dec-8-yl)-amine), oil. As a reaction SMILES: [CH3:1][N:2]([CH3:15])[C:3]1([C:13]#N)[CH2:12][CH2:11][C:6]2([O:10][CH2:9][CH2:8][O:7]2)[CH2:5][CH2:4]1.[Cl-].[NH4+]>O1CCCC1.C([Mg]Cl)CC1C=CC=CC=1>[CH3:1][N:2]([CH3:15])[C:3]1([CH2:13][CH2:13][C:3]2[CH:12]=[CH:11][CH:6]=[CH:5][CH:4]=2)[CH2:12][CH2:11][C:6]2([O:10][CH2:9][CH2:8][O:7]2)[CH2:5][CH2:4]1 |f:1.2|. Procedure: 45 g 8-dimethylamino-1,4-dioxaspiro[4.5]decane-8-carbonitrile were dissolved in 250 ml analytical grade tetrahydrofuran, 238 ml 1.0 molar phenethylmagnesium chloride solution in THF were added under a nitrogen atmosphere and the mixture was stirred overnight at room temperature. For working up, 100 ml ammonium chloride solution (20 per cent by weight) were added, while cooling with ice, the phases were separated, the aqueous phase was extracted twice with 200 ml diethyl ether each time, the comb... Reactants: C1(CCCCC1)SCSC1=CC=C(C=C1)O (cyclohexylthio(4-hydroxyphenylthio)methane), C([O-])([O-])=O.[K+].[K+] (potassium carbonate), CS(=O)(=O)Cl (methanesulfonylchloride). Solvent: CC(=O)C (acetone). Conditions: temperature 70 celsius, time 4 hour. Yields the product C1(CCCCC1)SCSC1=CC=C(C=C1)OS(=O)(=O)C (cyclohexylthio(4-methanesulfonyloxyphenylthio)methane). The yield is 88.3%. RXN SMILES: [CH:1]1([S:7][CH2:8][S:9][C:10]2[CH:15]=[CH:14][C:13]([OH:16])=[CH:12][CH:11]=2)[CH2:6][CH2:5][CH2:4][CH2:3][CH2:2]1.C(=O)([O-])[O-].[K+].[K+].[CH3:23][S:24](Cl)(=[O:26])=[O:25]>CC(C)=O>[CH:1]1([S:7][CH2:8][S:9][C:10]2[CH:11]=[CH:12][C:13]([O:16][S:24]([CH3:23])(=[O:26])=[O:25])=[CH:14][CH:15]=2)[CH2:2][CH2:3][CH2:4][CH2:5][CH2:6]1 |f:1.2.3|. Procedure details: In 300 g of acetone was dissolved 26 g of the cyclohexylthio(4-hydroxyphenylthio)methane crude product in Synthesis Example 10. To this were added 21 g (0.15 mol) of potassium carbonate and 13 g (0.11 mol) of methanesulfonylchloride. While heating in an oil bath at 70° C., the solution was ripened for 4 hours. At the end of ripening, the inorganic salt was filtered and washed with 50 g of acetone. The filtrate and wash liquid combined was concentrated, and the residue was dissolved in 300 g of d... The reactants are Br.Br.ClC1=C(C=CC=C1)C(C1=CC(=CC(=C1)Cl)N1C(=NN=C1C)CN)=O (2',5-dichloro-3-(3-aminomethyl-5-methyl-4H-1,2,4-triazol-4-yl)-benzophenone dihydrobromide), resultant mixture, C(C(=O)C)(=O)O (pyruvic acid), S(=O)(Cl)Cl (thionyl chloride), C([O-])(O)=O.[Na+] (sodium bicarbonate). The solvent is CN(C=O)C (dimethylformamide), C1=CC=CC=C1 (benzene), C(C)(=O)OCC (ethyl acetate), C(Cl)(Cl)Cl (chloroform). Run at time 8 hour. The product is ClC1=C(C=CC=C1)C(C1=CC(=CC(=C1)Cl)N1C(=NN=C1C)CNC(C(=O)C)=O)=O (2',5-dichloro-3-(3-pyruvamidomethyl-5-methyl-4H-1,2,4-triazol-4-yl)-benzophenone). The yield is 64.8%. RXN SMILES: [C:1]([OH:6])(=O)[C:2]([CH3:4])=[O:3].S(Cl)(Cl)=O.Br.Br.[Cl:13][C:14]1[CH:19]=[CH:18][CH:17]=[CH:16][C:15]=1[C:20](=[O:36])[C:21]1[CH:26]=[C:25]([Cl:27])[CH:24]=[C:23]([N:28]2[C:32]([CH3:33])=[N:31][N:30]=[C:29]2[CH2:34][NH2:35])[CH:22]=1.C(=O)(O)[O-].[Na+]>C(Cl)(Cl)Cl.C(OCC)(=O)C.CN(C)C=O.C1C=CC=CC=1>[Cl:13][C:14]1[CH:19]=[CH:18][CH:17]=[CH:16][C:15]=1[C:20](=[O:36])[C:21]1[CH:26]=[C:25]([Cl:27])[CH:24]=[C:23]([N:28]2[C:32]([CH3:33])=[N:31][N:30]=[C:29]2[CH2:34][NH:35][C:1](=[O:6])[C:2]([CH3:4])=[O:3])[CH:22]=1 |f:2.3.4,5.6|. Reported procedure: A solution of pyruvic acid (0.33 g) and thionyl chloride (0.27 g) in chloroform (2 ml) is refluxed for 1 hour. After cooling, the solution is mixed with 2',5-dichloro-3-(3-aminomethyl-5-methyl-4H-1,2,4-triazol-4-yl)-benzophenone dihydrobromide (1.31 g), benzene (6 ml) and dimethylformamide (11 ml) at 0° C. The resultant mixture is stirred at room temperature for 3 hours and allowed to stand overnight. The reaction mixture is neutralized with aqueous sodium bicarbonate and shaken with ethyl aceta...